Dataset: the Open Reaction Database (ORD), a public repository of structured organic reaction records. Task: describe an organic reaction: reactants, conditions, products, and yield Reaction conditions: temperature 60 celsius, time 8 hour. Yields the product ClC=1C=C(C=CC1Cl)N1N=C(C=C1)OCCO (2-(1-(3,4-dichlorophenyl)-1H-pyrazol-3-yloxy)ethanol). As a reaction SMILES: [Cl:1][C:2]1[CH:3]=[C:4]([N:9]2[CH:13]=[CH:12][C:11]([OH:14])=[N:10]2)[CH:5]=[CH:6][C:7]=1[Cl:8].Br[CH2:16][CH2:17][OH:18].C(=O)([O-])[O-].[K+].[K+].[I-].[Na+]>CN(C)C=O>[Cl:1][C:2]1[CH:3]=[C:4]([N:9]2[CH:13]=[CH:12][C:11]([O:14][CH2:16][CH2:17][OH:18])=[N:10]2)[CH:5]=[CH:6][C:7]=1[Cl:8] |f:2.3.4,5.6|. Procedure details: A mixture of 1-(3,4-dichlorophenyl)-1H-pyrazol-3-ol (238 mg, 1.04 mmol; compound prepared in the same way as Example 1, Scheme 1-step 1B), 2-bromoethanol (273 mg, 2.08 mmol), potassium carbonate (0.43 g, 3.12 mmol) and sodium iodide (0.16 g, 1.04 mmol) in dimethylformamide (5 ml) was warmed, under dry nitrogen atmosphere, with stirring, to 60° C. overnight. The solvent was evaporated to dryness in vacuo and residue partitioned between water and ethyl ether. The combined organic phases were washe... Starting materials: ClC=1C=C(C=CC1Cl)N1N=C(C=C1)O (1-(3,4-dichlorophenyl)-1H-pyrazol-3-ol), 1B, BrCCO (2-bromoethanol), C([O-])([O-])=O.[K+].[K+] (potassium carbonate), [I-].[Na+] (sodium iodide). Solvent: CN(C=O)C (dimethylformamide). Reactants: [BH4-], CC(C)O, NCCCc1ccc(F)cc1, [Na+], O=C1CCC(c2ccc3[nH]c(=O)sc3c2)CC1. Product: O=c1[nH]c2ccc(C3CCC(NCCCc4ccc(F)cc4)CC3)cc2s1. Reaction SMILES: [BH4-:29].[CH3:31][CH:32]([OH:33])[CH3:34].[F:18][c:19]1[cH:20][cH:21][c:22]([CH2:25][CH2:26][CH2:27][NH2:28])[cH:23][cH:24]1.[Na+:30].[O:1]=[C:2]1[CH2:3][CH2:4][CH:5]([c:8]2[cH:9][c:10]3[c:11]([nH:12][c:13](=[O:15])[s:14]3)[cH:16][cH:17]2)[CH2:6][CH2:7]1>>[CH:2]1([NH:28][CH2:27][CH2:26][CH2:25][c:22]2[cH:21][cH:20][c:19]([F:18])[cH:24][cH:23]2)[CH2:3][CH2:4][CH:5]([c:8]2[cH:9][c:10]3[c:11]([nH:12][c:13](=[O:15])[s:14]3)[cH:16][cH:17]2)[CH2:6][CH2:7]1. The reactants are C(C1=CC=CC=C1)[C@@H]1CNCC[C@@H]1OCC1=CC(=CC(=C1)C(F)(F)F)C(F)(F)F (cis-3-Benzyl-4-[[3,5-bis(trifluoromethyl)benzyl]oxy]piperidine), N(=C=O)C1=C(C(=O)OCC)C=CC=C1 (ethyl 2-isocyanatobenzoate). Run in CCN(CC)CC (Et3N). The product is C(C1=CC=CC=C1)C1CN(CCC1OCC1=CC(=CC(=C1)C(F)(F)F)C(F)(F)F)C(=O)NC1=C(C(=O)OCC)C=CC=C1 (Ethyl 2-[[[3-benzyl-4-[[3,5-bis(trifluoromethyl)benzyl]oxy]-1-piperidinyl]carbonyl]amino]benzoate). Yield: 57456.6%. Reaction SMILES: [CH2:1]([C@H:8]1[C@@H:13]([O:14][CH2:15][C:16]2[CH:21]=[C:20]([C:22]([F:25])([F:24])[F:23])[CH:19]=[C:18]([C:26]([F:29])([F:28])[F:27])[CH:17]=2)[CH2:12][CH2:11][NH:10][CH2:9]1)[C:2]1[CH:7]=[CH:6][CH:5]=[CH:4][CH:3]=1.[N:30]([C:33]1[CH:43]=[CH:42][CH:41]=[CH:40][C:34]=1[C:35]([O:37][CH2:38][CH3:39])=[O:36])=[C:31]=[O:32]>CCN(CC)CC>[CH2:1]([CH:8]1[CH:13]([O:14][CH2:15][C:16]2[CH:17]=[C:18]([C:26]([F:29])([F:27])[F:28])[CH:19]=[C:20]([C:22]([F:23])([F:24])[F:25])[CH:21]=2)[CH2:12][CH2:11][N:10]([C:31]([NH:30][C:33]2[CH:43]=[CH:42][CH:41]=[CH:40][C:34]=2[C:35]([O:37][CH2:38][CH3:39])=[O:36])=[O:32])[CH2:9]1)[C:2]1[CH:7]=[CH:6][CH:5]=[CH:4][CH:3]=1. Reported procedure: The compound (0.15 g) obtained in Example 404 and ethyl 2-isocyanatobenzoate (0.076 mg) were reacted and treated in the same manner as in the method described in Example 6 excluding Et3N to obtain the title compound as pale yellow oil (0.139 g, 64%). The reactants are C=1C=CC2=C(C1)N=NN2O (HOBt), CCN=C=NCCCN(C)C.Cl (EDCI hydrochloride), CN1C(N(C(C=2C1=CSC2C)=O)C)=O (1,3,5-trimethylthieno[3,4-d]pyrimidine-2,4(1H,3H)-dione), FC1=C(C=C(C=C1)C=1N=C(SC1)N)OC(F)(F)F (4-[4-fluoro-3-(trifluoromethoxy)phenyl]-1,3-thiazol-2-amine). The reagents and catalysts are CN(C)C=1C=CN=CC1 (DMAP). Solvent: ClCCCl (1,2 dichloroethane). Yields the product CN1C(N(C(C2=C1SC=C2CC(=O)NC=2SC=C(N2)C2=CC(=C(C=C2)F)OC(F)(F)F)=O)C)=O (2-(1,3-Dimethyl-2,4-dioxo-1,2,3,4-tetrahydrothieno[2,3-d]pyrimidin-5-yl)-N-{4-[4-fluoro-3-(trifluoromethoxy)phenyl]-1,3-thiazol-2-yl}acetamide), product. RXN SMILES: [CH3:1][N:2]1[C:7]2=[CH:8][S:9][C:10](C)=[C:6]2[C:5](=[O:12])[N:4]([CH3:13])[C:3]1=[O:14].[F:15][C:16]1[CH:21]=[CH:20][C:19]([C:22]2[N:23]=[C:24]([NH2:27])[S:25][CH:26]=2)=[CH:18][C:17]=1[O:28][C:29]([F:32])([F:31])[F:30].CCN=C=NC[CH2:39][CH2:40]N(C)C.Cl.C1C=CC2N([OH:54])N=NC=2C=1>CN(C1C=CN=CC=1)C.ClCCCl>[CH3:1][N:2]1[C:10]2[S:9][CH:8]=[C:7]([CH2:39][C:40]([NH:27][C:24]3[S:25][CH:26]=[C:22]([C:19]4[CH:20]=[CH:21][C:16]([F:15])=[C:17]([O:28][C:29]([F:32])([F:30])[F:31])[CH:18]=4)[N:23]=3)=[O:54])[C:6]=2[C:5](=[O:12])[N:4]([CH3:13])[C:3]1=[O:14] |f:2.3|. Procedure: The title compound was prepared according to the general procedure (Method A) by coupling Intermediate 1 (100 mg, 0.393 mmol) with 4-[4-fluoro-3-(trifluoromethoxy)phenyl]-1,3-thiazol-2-amine (109 mg, 0.393 mmol) in the presence of EDCI hydrochloride (90 mg, 0.472 mmol), HOBt (16 mg, 0.118 mmol) and DMAP (5 mg, 0.039 mmol) in 1,2 dichloroethane (4 ml) to give 35 mg of the product as an off-white solid; 1H NMR (300 MHz, DMSO-d6) δ 3.19 (s, 3H), 3.47 (s, 3H), 4.06 (s, 2H), 7.07 (s, 1H), 7.59 (t, J=... The reactants are C1CCOC1, CCOC(C)=O, O=C1NC(=O)c2ccccc21, c1ccc(P(c2ccccc2)c2ccccc2)cc1, OC1CCCC(c2cccnc2)C1. Yields the product O=C1c2ccccc2C(=O)N1C1CCCC(c2cccnc2)C1. Reaction SMILES: [CH2:44]1[O:45][CH2:46][CH2:47][CH2:48]1.[CH3:49][CH2:50][O:51][C:52]([CH3:53])=[O:54].[O:14]=[C:15]1[NH:16][C:17](=[O:18])[c:19]2[cH:20][cH:21][cH:22][cH:23][c:24]21.[c:25]1([P:26]([c:27]2[cH:28][cH:29][cH:30][cH:31][cH:32]2)[c:33]2[cH:34][cH:35][cH:36][cH:37][cH:38]2)[cH:39][cH:40][cH:41][cH:42][cH:43]1.[n:1]1[cH:2][c:3]([CH:7]2[CH2:8][CH:9]([OH:13])[CH2:10][CH2:11][CH2:12]2)[cH:4][cH:5][cH:6]1>>[n:1]1[cH:2][c:3]([CH:7]2[CH2:8][CH:9]([N:16]3[C:15](=[O:14])[c:24]4[c:19]([cH:20][cH:21][cH:22][cH:23]4)[C:17]3=[O:18])[CH2:10][CH2:11][CH2:12]2)[cH:4][cH:5][cH:6]1. Reactants: compound ( 19 ), ClC1=CC=C(C(=O)[C@@]2([C@H](O[C@@H]([C@]2(O)C(C2=CC=C(C=C2)Cl)=O)COC(C2=CC=C(C=C2)Cl)=O)Cl)O)C=C1 (2,3,5-O-tris(4-chlorobenzoyl)-α-D-ribosyl chloride), C(CCC)N(CCCC)CCCC (tri-n-butylamine), C(CCC)N(CCCC)CCCC (tri-n-butylamine), 4A, P(O)(O)(O)=O (orthophosphoric acid), C(C(C)C)C(=O)C (methyl isobutyl ketone). Run at temperature 5 celsius, time 1 hour. Yields the product C1(CCCCC1)NC1CCCCC1 (dicyclohexylamine), compound ( 21 ). Yield: 73.0%. RXN SMILES: P(=O)(O)(O)O.C([N:10]([CH2:15][CH2:16][CH2:17][CH3:18])[CH2:11][CH2:12][CH2:13][CH3:14])CCC.Cl[C:20]1C=CC(C([C@@]2(O)[C@](C(=O)C3C=CC(Cl)=CC=3)(O)[C@@H](COC(=O)C3C=CC(Cl)=CC=3)O[C@@H]2Cl)=O)=C[CH:21]=1.[CH2:56](C(C)=O)[CH:57](C)C>>[CH:15]1([NH:10][CH:11]2[CH2:12][CH2:13][CH2:14][CH2:57][CH2:56]2)[CH2:16][CH2:17][CH2:18][CH2:21][CH2:20]1. Reported procedure: To a mixture of 3.32 g of orthophosphoric acid in 67 mL of methyl isobutyl ketone were added 2.11 g of tri-n-butylamine and 6.6 g of molecular sieves 4A, and the mixture was cooled to 5° C. with stirring. To the mixture was added 6.66 g of 2,3,5-O-tris(4-chlorobenzoyl)-α-D-ribosyl chloride. After 1 hour, precipitation of crystals initiated and then a thick suspension was provided. After 10 hours, the ratio of α-form/β-form for compound (19) in the reaction suspension was 10:1. To the suspension ... Yields the product O1C(=CC=C1)C=CC(C(C)C)=O (1-Furan-2-yl-4-methyl-pent-1-en-3-one). The reactants are O1C(=CC=C1)C=O (2-furaldehyde), CC(C)C(C)=O (2-methyl-butan-3-one), Ba(OH)2. Reaction SMILES: [O:1]1[CH:5]=[CH:4][CH:3]=[C:2]1[CH:6]=O.[CH3:8][CH:9]([C:11](=[O:13])[CH3:12])[CH3:10]>CCO>[O:1]1[CH:5]=[CH:4][CH:3]=[C:2]1[CH:6]=[CH:12][C:11](=[O:13])[CH:9]([CH3:10])[CH3:8]. Reported procedure: The titled compound was prepared according to General Method 2 by reacting 2-furaldehyde (117 mmol), 2-methyl-butan-3-one (117 mmol), anhydrous Ba(OH)2 (2.2 g) and EtOH (200 mL) to afford the desire compound. The solvent is CCO (EtOH). Starting materials: C(CCC)C1=NC2=C(N1CC1=CC=C(C=C1)C=1C(=CC=CC1)C(=O)OC)C=CC(C=C2)=O (4'-[[2-butyl-6(1H)-cycloheptimidazolon-1-yl]methyl]-[1,1'-biphenyl]-2-carboxylic acid, methyl ester), [OH-].[Na+] (sodium hydroxide). Solvent: C(C)O (ethanol). The product is C(CCC)C1=NC2=C(N1CC1=CC=C(C=C1)C=1C(=CC=CC1)C(=O)O)C=CC(C=C2)=O (4'-[[2-butyl-6(1H)-cycloheptimidazolon-1-yl]methyl]-[1,1'-biphenyl]-2-carboxylic acid). Reaction SMILES: [CH2:1]([C:5]1[N:9]([CH2:10][C:11]2[CH:16]=[CH:15][C:14]([C:17]3[C:18]([C:23]([O:25]C)=[O:24])=[CH:19][CH:20]=[CH:21][CH:22]=3)=[CH:13][CH:12]=2)[C:8]2[CH:27]=[CH:28][C:29](=[O:32])[CH:30]=[CH:31][C:7]=2[N:6]=1)[CH2:2][CH2:3][CH3:4].[OH-].[Na+]>C(O)C>[CH2:1]([C:5]1[N:9]([CH2:10][C:11]2[CH:12]=[CH:13][C:14]([C:17]3[C:18]([C:23]([OH:25])=[O:24])=[CH:19][CH:20]=[CH:21][CH:22]=3)=[CH:15][CH:16]=2)[C:8]2[CH:27]=[CH:28][C:29](=[O:32])[CH:30]=[CH:31][C:7]=2[N:6]=1)[CH2:2][CH2:3][CH3:4] |f:1.2|. Procedure details: An aliquot of the methyl ester from Step (n) (200 mg) was hydrolyzed by stirring it in a mixture of 5 ml of 10° sodium hydroxide and 5 ml ethanol for 4 hr at 25° C. and 1 hr at 100° C. The azeotrope was distilled off, water (10 ml) was added and the resulting solution slowly acidified to pH 2.5 with 2N HCl. The resulting precipitated acid was isolated (60 mg). Reactants: CNC(=O)C1=C(OC2=NC(=C(C=C21)I)NS(=O)(=O)C)C2=CC=C(C=C2)F (2-(4-Fluoro-phenyl)-5-iodo-6-methanesulfonylamino-furo[2,3-b]pyridine-3-carboxylic acid methylamide), C([O-])([O-])=O.[K+].[K+] (potassium carbonate), IC (iodomethane). The solvent is CC(=O)C (acetone). Run at temperature 60 celsius. Yields the product CNC(=O)C1=C(OC2=NC(=C(C=C21)I)N(C)S(=O)(=O)C)C2=CC=C(C=C2)F (2-(4-Fluoro-phenyl)-5-iodo-6-(methanesulfonyl-methyl-amino)-furo[2,3-b]pyridine-3-carboxylic acid methylamide). Isolated yield 100.0%. Reaction SMILES: [CH3:1][NH:2][C:3]([C:5]1[C:13]2[C:8](=[N:9][C:10]([NH:15][S:16]([CH3:19])(=[O:18])=[O:17])=[C:11]([I:14])[CH:12]=2)[O:7][C:6]=1[C:20]1[CH:25]=[CH:24][C:23]([F:26])=[CH:22][CH:21]=1)=[O:4].[C:27](=O)([O-])[O-].[K+].[K+].IC>CC(C)=O>[CH3:1][NH:2][C:3]([C:5]1[C:13]2[C:8](=[N:9][C:10]([N:15]([S:16]([CH3:19])(=[O:18])=[O:17])[CH3:27])=[C:11]([I:14])[CH:12]=2)[O:7][C:6]=1[C:20]1[CH:25]=[CH:24][C:23]([F:26])=[CH:22][CH:21]=1)=[O:4] |f:1.2.3|. Procedure details: To 2-(4-Fluoro-phenyl)-5-iodo-6-methanesulfonylamino-furo[2,3-b]pyridine-3-carboxylic acid methylamide (9 mg, 0.018 mmol) and potassium carbonate (25.4 mg, 0.184 mmol) in acetone (0.1 ml) is added iodomethane (0.115 ml, 1.840 mmol). After heating at 60° C. for 1 day, the reaction mixture is filtered and concentrated to dryness to afford 2-(4-Fluoro-phenyl)-5-iodo-6-(methanesulfonyl-methyl-amino)-furo[2,3-b]pyridine-3-carboxylic acid methylamide (9.3 mg, 0.018 mmol, 100% yield). MS (ESI) m/z 503.... Starting materials: ClC1=C(CC#N)C=CC(=C1)Cl (2,4-dichlorobenzyl cyanide), O1CC1CC (1,2-epoxy butane), iminolactone, [OH-].[K+] (potassium hydroxide), CN(C=O)C (dimethyl formamide). The solvent is O (water). Conditions: time 8 hour. Product: ClC1=C(C=CC(=C1)Cl)C1C(=O)OC(C1)CC (2-(2,4-dichlorophenyl)-4-ethyl-gamma-butyrolactone). Reaction SMILES: [Cl:1][C:2]1[CH:10]=[C:9]([Cl:11])[CH:8]=[CH:7][C:3]=1[CH2:4][C:5]#N.[OH-].[K+].CN(C)C=[O:17].[O:19]1[CH:21]([CH2:22][CH3:23])[CH2:20]1>O>[Cl:1][C:2]1[CH:10]=[C:9]([Cl:11])[CH:8]=[CH:7][C:3]=1[CH:4]1[CH2:20][CH:21]([CH2:22][CH3:23])[O:19][C:5]1=[O:17] |f:1.2|. Reported procedure: To a mixture of 186 g. (1 mole) of 2,4-dichlorobenzyl cyanide and 60 g. (1.1 mole) of powdered potassium hydroxide in 400 ml. of dry dimethyl formamide is added 75 g. (1 mole) of 1,2-epoxy butane dropwise at 10° C. The resulting brown reaction mixture is stirred at room temperature overnight. It is then poured into water and extracted with ether. The combined ether extracts are washed with water, 5% sodium chloride solution and dried over magnesium sulfate. Solvent is evaporated to give 228 g. o...